Dataset: the Open Reaction Database (ORD), a public repository of structured organic reaction records. Task: describe an organic reaction: reactants, conditions, products, and yield Starting materials: CCOC(=O)C=Cc1ccc(Br)cc1, CO, OB(O)Oc1ccc(Cl)cc1, [Na+], [Na+], O=C([O-])[O-], C1COCCO1. Product: CCOC(=O)C=Cc1ccc(-c2ccc(Cl)cc2)cc1. As a reaction SMILES: [Br:7][c:8]1[cH:9][cH:10][c:11]([CH:14]=[CH:15][C:16](=[O:17])[O:18][CH2:19][CH3:20])[cH:12][cH:13]1.[CH3:38][OH:39].[Cl:21][c:22]1[cH:23][cH:24][c:25]([O:28][B:29]([OH:30])[OH:31])[cH:26][cH:27]1.[Na+:1].[Na+:2].[O-:3][C:4](=[O:5])[O-:6].[O:32]1[CH2:33][CH2:34][O:35][CH2:36][CH2:37]1>>[c:8]1(-[c:25]2[cH:24][cH:23][c:22]([Cl:21])[cH:27][cH:26]2)[cH:9][cH:10][c:11]([CH:14]=[CH:15][C:16](=[O:17])[O:18][CH2:19][CH3:20])[cH:12][cH:13]1. Starting materials: [Br-], Brc1cccc(C[P+](c2ccccc2)(c2ccccc2)c2ccccc2)c1, CCOCC, [H-], [Na+], CC(C)(C)OC(=O)N1CCC(=O)CC1, CN(C)C=O. Yields the product CC(C)(C)OC(=O)N1CCC(=Cc2cccc(Br)c2)CC1. As a reaction SMILES: [Br-:1].[Br:2][c:3]1[cH:4][c:5]([CH2:9][P+:10]([c:11]2[cH:12][cH:13][cH:14][cH:15][cH:16]2)([c:17]2[cH:18][cH:19][cH:20][cH:21][cH:22]2)[c:23]2[cH:24][cH:25][cH:26][cH:27][cH:28]2)[cH:6][cH:7][cH:8]1.[CH3:50][CH2:51][O:52][CH2:53][CH3:54].[H-:30].[Na+:29].[O:31]=[C:32]1[CH2:33][CH2:34][N:35]([C:38](=[O:39])[O:40][C:41]([CH3:42])([CH3:43])[CH3:44])[CH2:36][CH2:37]1.[O:45]=[CH:46][N:47]([CH3:48])[CH3:49]>>[Br:2][c:3]1[cH:4][c:5]([CH:9]=[C:32]2[CH2:33][CH2:34][N:35]([C:38](=[O:39])[O:40][C:41]([CH3:42])([CH3:43])[CH3:44])[CH2:36][CH2:37]2)[cH:6][cH:7][cH:8]1. Starting materials: C(C1=CC=CC=C1)OC=1C(=CC(=C2C=CC=NC12)Cl)CC=O ([8-(benzyloxy)-5-chloroquinolin-7-yl]acetaldehyde), solution, C1OC2=CC=[C-]C=C2O1.[Mg+2].[Br-] (3,4-(methylenedioxy)phenylmagnesium bromide), C1(=CC=CC=C1)C.O1CCCC1 (toluene tetrahydrofuran). Solvent: O1CCCC1 (tetrahydrofuran). Run at temperature -78 celsius, time 10 minute. Yields the product O1COC2=C1C=CC(=C2)C(CC2=CC(=C1C=CC=NC1=C2OCC2=CC=CC=C2)Cl)O (1-(1,3-Benzodioxol-5-yl)-2-[8-(benzyloxy)-5-chloroquinolin-7-yl]ethanol). Yield: 33.0%. As a reaction SMILES: [CH2:1]([O:8][C:9]1[C:10]([CH2:20][CH:21]=[O:22])=[CH:11][C:12]([Cl:19])=[C:13]2[C:18]=1[N:17]=[CH:16][CH:15]=[CH:14]2)[C:2]1[CH:7]=[CH:6][CH:5]=[CH:4][CH:3]=1.[CH2:23]1[O:31][C:30]2[C:25](=[CH:26][CH:27]=[C-:28][CH:29]=2)[O:24]1.[Mg+2].[Br-].C1(C)C=CC=CC=1.O1CCCC1>O1CCCC1>[O:24]1[C:25]2[CH:26]=[CH:27][C:28]([CH:21]([OH:22])[CH2:20][C:10]3[C:9]([O:8][CH2:1][C:2]4[CH:7]=[CH:6][CH:5]=[CH:4][CH:3]=4)=[C:18]4[C:13]([CH:14]=[CH:15][CH:16]=[N:17]4)=[C:12]([Cl:19])[CH:11]=3)=[CH:29][C:30]=2[O:31][CH2:23]1 |f:1.2.3,4.5|. Procedure details: To a stirring solution of [8-(benzyloxy)-5-chloroquinolin-7-yl]acetaldehyde (0.380 mmol) in tetrahydrofuran (4 mL) at −78° C. was dropwise added a 1M solution of 3,4-(methylenedioxy)phenylmagnesium bromide in 1:1 toluene/tetrahydrofuran (0.380 mmol, 1.0 eq.) and stirring at −78° C. was continued for 10 min. The reaction mixture was then allowed to warm to room temperature and was stirred 1 h then quenched with saturated aqueous sodium bicarbonate solution (2 mL). After stirring 15 min the reacti... The reactants are Cc1ccccc1, Cl, C1COCCO1, [Zn], COc1ccc(CC(=O)c2ccc(OC)cc2)cc1. The product is COc1ccc(CCc2ccc(OC)cc2)cc1. As a reaction SMILES: [CH3:28][c:29]1[cH:30][cH:31][cH:32][cH:33][cH:34]1.[ClH:26].[O:20]1[CH2:21][CH2:22][O:23][CH2:24][CH2:25]1.[Zn:27].[c:1]1([C:9](=[O:10])[CH2:11][c:12]2[cH:13][cH:14][c:15]([O:16][CH3:17])[cH:18][cH:19]2)[cH:2][cH:3][c:4]([O:5][CH3:6])[cH:7][cH:8]1>>[c:1]1([CH2:9][CH2:11][c:12]2[cH:13][cH:14][c:15]([O:16][CH3:17])[cH:18][cH:19]2)[cH:2][cH:3][c:4]([O:5][CH3:6])[cH:7][cH:8]1. Reactants: CCOC(=O)C(C)(F)C(=O)NC1C(=O)N(CC2CC2)c2ccccc2-c2ccccc21, [Li+], C1CCOC1, [OH-], O, O. Product: CC(F)(C(=O)O)C(=O)NC1C(=O)N(CC2CC2)c2ccccc2-c2ccccc21. RXN SMILES: [CH2:1]([CH3:2])[O:3][C:4]([C:5]([C:6](=[O:7])[NH:8][CH:9]1[c:10]2[c:11]([cH:25][cH:26][cH:27][cH:28]2)-[c:12]2[c:13]([cH:21][cH:22][cH:23][cH:24]2)[N:14]([CH2:17][CH:18]2[CH2:19][CH2:20]2)[C:15]1=[O:16])([CH3:29])[F:30])=[O:31].[Li+:34].[O:35]1[CH2:36][CH2:37][CH2:38][CH2:39]1.[OH-:33].[OH2:32].[OH2:40]>>[O:3]=[C:4]([C:5]([C:6](=[O:7])[NH:8][CH:9]1[c:10]2[c:11]([cH:25][cH:26][cH:27][cH:28]2)-[c:12]2[c:13]([cH:21][cH:22][cH:23][cH:24]2)[N:14]([CH2:17][CH:18]2[CH2:19][CH2:20]2)[C:15]1=[O:16])([CH3:29])[F:30])[OH:31]. Reactants: O.C(C1=CC=CC=C1)OC1=C(C=CC=C1)C(=O)C=O (2-benzyloxyphenylglyoxal hydrate), CC(CC1=CC(=C(C=C1)OC)OC)(C)N (α,α-dimethyl-3,4-dimethoxyphenethylamine). Solvent: CS(=O)C (dimethylsulfoxide). Run at temperature 20 celsius, time 2 hour. Yields the product CC(CC1=CC(=C(C=C1)OC)OC)(C)N=C(C(=O)C1=CC=CC=C1)OCC1=CC=CC=C1 (α-(α,α-dimethyl-3,4-dimethoxyphenethylimino)-2-benzyloxyacetophenone). Reaction SMILES: [OH2:1].[CH2:2]([O:9][C:10]1[CH:15]=[CH:14][CH:13]=[CH:12][C:11]=1[C:16]([CH:18]=O)=O)[C:3]1[CH:8]=[CH:7][CH:6]=[CH:5][CH:4]=1.[CH3:20][C:21]([NH2:34])([CH3:33])[CH2:22][C:23]1[CH:28]=[CH:27][C:26]([O:29][CH3:30])=[C:25]([O:31][CH3:32])[CH:24]=1>CS(C)=O>[CH3:33][C:21]([N:34]=[C:10]([O:9][CH2:2][C:3]1[CH:4]=[CH:5][CH:6]=[CH:7][CH:8]=1)[C:15]([C:14]1[CH:13]=[CH:12][CH:11]=[CH:16][CH:18]=1)=[O:1])([CH3:20])[CH2:22][C:23]1[CH:28]=[CH:27][C:26]([O:29][CH3:30])=[C:25]([O:31][CH3:32])[CH:24]=1 |f:0.1|. Reported procedure: 570 mg of 2-benzyloxyphenylglyoxal hydrate are dissolved in 0.5 ml of dimethylsulfoxide, and a solution of 450 mg of α,α-dimethyl-3,4-dimethoxyphenethylamine in 0.7 ml of dimethylsufoxide is added thereto. The mixture is stirred at 20° C. for 2 hours, whereby a solution of α-(α,α-dimethyl-3,4-dimethoxyphenethylimino)-2-benzyloxyacetophenone in dimethylsufoxide is obtained. Reaction SMILES: [C:17]([CH3:18])([CH3:19])([CH3:20])[O:21][C:22](=[O:23])[N:24]1[CH2:25][CH2:26][CH:27]([O:30][S:31]([c:32]2[cH:33][cH:34][c:35]([CH3:36])[cH:37][cH:38]2)(=[O:39])=[O:40])[CH2:28][CH2:29]1.[CH3:41][N:42]([CH3:43])[CH:44]=[O:45].[CH3:46][CH2:47][O:48][C:49](=[O:50])[CH3:51].[I:1][c:2]1[cH:3][cH:4][c:5]([OH:10])[c:6]([CH:7]=[O:8])[cH:9]1.[K+:11].[K+:12].[O-:13][C:14]([O-:15])=[O:16]>>[I:1][c:2]1[cH:3][cH:4][c:5]([O:10][CH:27]2[CH2:26][CH2:25][N:24]([C:22]([O:21][C:17]([CH3:18])([CH3:19])[CH3:20])=[O:23])[CH2:29][CH2:28]2)[c:6]([CH:7]=[O:8])[cH:9]1. Reactants: Cc1ccc(S(=O)(=O)OC2CCN(C(=O)OC(C)(C)C)CC2)cc1, CN(C)C=O, CCOC(C)=O, O=Cc1cc(I)ccc1O, [K+], [K+], O=C([O-])[O-]. Product: CC(C)(C)OC(=O)N1CCC(Oc2ccc(I)cc2C=O)CC1. Starting materials: NCCN, ClCCl, N#CCSc1ccc(N)c(Cl)c1, Clc1ccccc1Cl, O, Cc1ccc(S(=O)(=O)O)cc1. Yields the product Nc1ccc(SCC2=NCCN2)cc1Cl, Cc1ccc(S(=O)(=O)O)cc1. As a reaction SMILES: [CH2:24]([CH2:25][NH2:26])[NH2:27].[CH2:37]([Cl:38])[Cl:39].[Cl:1][c:2]1[c:3]([NH2:4])[cH:5][cH:6][c:7]([S:9][CH2:10][C:11]#[N:12])[cH:8]1.[Cl:28][c:29]1[c:30]([Cl:31])[cH:32][cH:33][cH:34][cH:35]1.[OH2:36].[c:13]1([CH3:23])[cH:14][cH:15][c:16]([S:19](=[O:20])(=[O:21])[OH:22])[cH:17][cH:18]1>>[Cl:1][c:2]1[c:3]([NH2:4])[cH:5][cH:6][c:7]([S:9][CH2:10][C:11]2=[N:12][CH2:24][CH2:25][NH:26]2)[cH:8]1.[c:13]1([CH3:23])[cH:14][cH:15][c:16]([S:19](=[O:20])(=[O:21])[OH:22])[cH:17][cH:18]1. Starting materials: ClCC(=O)NC1=CC2=C(N=C(OC2)N[C@@H]2CCC3=CC=CC=C23)C=C1 (2-Chloro-N-[2-((R)-indan-1-ylamino)-4H-benzo[d][1,3]oxazin-6-yl]-acetamide), Cl.FC(CN1CCNCC1)(F)F (1-(2,2,2-trifluorethyl)piperazine hydrochloride), C(C)(C)N(CC)C(C)C (diisopropylethyl amine). Solvent: C(C)#N (acetonitrile). Product: [C@H]1(CCC2=CC=CC=C12)NC=1OCC2=C(N1)C=CC(=C2)NC(CN2CCN(CC2)CC(F)(F)F)=O (N-[2-((R)-Indan-1-ylamino)-4H-benzo[d][1,3]oxazin-6-yl]-2-[4-(2,2,2-trifluoro-ethyl)-piperazin-1-yl]-acetamide). Isolated yield 76.6%. As a reaction SMILES: Cl[CH2:2][C:3]([NH:5][C:6]1[CH:25]=[CH:24][C:9]2[N:10]=[C:11]([NH:14][C@H:15]3[C:23]4[C:18](=[CH:19][CH:20]=[CH:21][CH:22]=4)[CH2:17][CH2:16]3)[O:12][CH2:13][C:8]=2[CH:7]=1)=[O:4].Cl.[F:27][C:28]([F:37])([F:36])[CH2:29][N:30]1[CH2:35][CH2:34][NH:33][CH2:32][CH2:31]1.C(N(C(C)C)CC)(C)C>C(#N)C>[C@H:15]1([NH:14][C:11]2[O:12][CH2:13][C:8]3[CH:7]=[C:6]([NH:5][C:3](=[O:4])[CH2:2][N:33]4[CH2:32][CH2:31][N:30]([CH2:29][C:28]([F:36])([F:37])[F:27])[CH2:35][CH2:34]4)[CH:25]=[CH:24][C:9]=3[N:10]=2)[C:23]2[C:18](=[CH:19][CH:20]=[CH:21][CH:22]=2)[CH2:17][CH2:16]1 |f:1.2|. Procedure: Prepared from 2-chloro-N-[2-((R)-indan-1-ylamino)-4H-benzo[d][1,3]oxazin-6-yl]-acetamide (Example 3 step A) (100 mg, 0.281 mmol) and commercially available 1-(2,2,2-trifluorethyl)piperazine hydrochloride (CAS 13349-91-2) (87 mg, 0.422 mmol) in acetonitrile (1 ml) with diisopropylethyl amine (0.24 ml, 1.405 mmol) according to the procedure described for Example 3 step B. Obtained the title compound as a white foam (105 mg, 77%), MS (ISP) m/e=488.3 [(M+H)+]. Reactants: C1(=CC=C(C=C1)[C@@]1(C[C@H](N(C1)C(=O)OCC1=CC=CC=C1)C(=O)OC)S(=O)(=O)CCC)C1=CC=CC=C1 ((2S,4R)-1-benzyl 2-methyl 4-(biphenyl-4-yl)-4-(propylsulfonyl)pyrrolidine-1,2-dicarboxylate), I[Si](C)(C)C (iodotrimethylsilane). Solvent: C(C)#N (acetonitrile). Reaction conditions: time 2 hour. The product is desired product, C1(=CC=C(C=C1)[C@@]1(C[C@H](NC1)C(=O)OC)S(=O)(=O)CCC)C1=CC=CC=C1 ((2S,4R)-methyl 4-(biphenyl-4-yl)-4-(propylsulfonyl)pyrrolidine-2-carboxylate). Yield: 89.9%. RXN SMILES: [C:1]1([C:32]2[CH:37]=[CH:36][CH:35]=[CH:34][CH:33]=2)[CH:6]=[CH:5][C:4]([C@@:7]2([S:26]([CH2:29][CH2:30][CH3:31])(=[O:28])=[O:27])[CH2:11][N:10](C(OCC3C=CC=CC=3)=O)[C@H:9]([C:22]([O:24][CH3:25])=[O:23])[CH2:8]2)=[CH:3][CH:2]=1.I[Si](C)(C)C>C(#N)C>[C:1]1([C:32]2[CH:33]=[CH:34][CH:35]=[CH:36][CH:37]=2)[CH:2]=[CH:3][C:4]([C@@:7]2([S:26]([CH2:29][CH2:30][CH3:31])(=[O:28])=[O:27])[CH2:11][NH:10][C@H:9]([C:22]([O:24][CH3:25])=[O:23])[CH2:8]2)=[CH:5][CH:6]=1. Procedure details: To a solution of (2S,4R)-1-benzyl 2-methyl 4-(biphenyl-4-yl)-4-(propylsulfonyl)pyrrolidine-1,2-dicarboxylate (1.85 g, 3.55 mmol) in acetonitrile (30 mL) was added iodotrimethylsilane (1.211 mL, 8.51 mmol) at 0° C. The formed light brown solution was stirred at room temperature for 2 h. Cooled with ice bath, quenched with methanol. Removed the volatiles in vacuo. The residual brown oil was triturated with 2M HCl in ether (20 mL). The formed brown solid was filtered. Washed the cake with ether tho...